From a dataset of the Open Reaction Database (ORD), a public repository of structured organic reaction records. describe an organic reaction: reactants, conditions, products, and yield Reactants: BrC=1C(=CC2=C(OCC(N2)=O)N1)C1=CC=CC=C1 (6-bromo-7-phenyl-1H-pyrido[2,3-b][1,4]oxazin-2(3H)-one), CC1(OB(OC1(C)C)C1=CC=C(CNC(OC(C)(C)C)=O)C=C1)C (tert-butyl 4-(4,4,5,5-tetramethyl-1,3,2-dioxaborolan-2-yl)benzylcarbamate), C([O-])([O-])=O.[Na+].[Na+] (sodium carbonate). The reagents and catalysts are C1=CC=C(C=C1)P([C-]2C=CC=C2)C3=CC=CC=C3.C1=CC=C(C=C1)P([C-]2C=CC=C2)C3=CC=CC=C3.Cl[Pd]Cl.[Fe+2].C(Cl)Cl (PdCl2(dppf) CH2Cl2). The solvent is O (water), O1CCOCC1 (1,4-Dioxane), C([O-])(O)=O.[Na+] (sodium bicarbonate). Reaction conditions: temperature 80 celsius. Yields the product O=C1NC2=C(OC1)N=C(C(=C2)C2=CC=CC=C2)C2=CC=C(CNC(OC(C)(C)C)=O)C=C2 (tert-butyl 4-(2-oxo-7-phenyl-2,3-dihydro-1H-pyrido[2,3-b][1,4]oxazin-6-yl)benzylcarbamate). The yield is 78.1%. Reaction SMILES: Br[C:2]1[C:3]([C:13]2[CH:18]=[CH:17][CH:16]=[CH:15][CH:14]=2)=[CH:4][C:5]2[NH:10][C:9](=[O:11])[CH2:8][O:7][C:6]=2[N:12]=1.CC1(C)C(C)(C)OB([C:27]2[CH:41]=[CH:40][C:30]([CH2:31][NH:32][C:33](=[O:39])[O:34][C:35]([CH3:38])([CH3:37])[CH3:36])=[CH:29][CH:28]=2)O1.C(=O)([O-])[O-].[Na+].[Na+]>O1CCOCC1.O.C(=O)(O)[O-].[Na+].C1C=CC(P(C2C=CC=CC=2)[C-]2C=CC=C2)=CC=1.C1C=CC(P(C2C=CC=CC=2)[C-]2C=CC=C2)=CC=1.Cl[Pd]Cl.[Fe+2].C(Cl)Cl>[O:11]=[C:9]1[CH2:8][O:7][C:6]2[N:12]=[C:2]([C:27]3[CH:41]=[CH:40][C:30]([CH2:31][NH:32][C:33](=[O:39])[O:34][C:35]([CH3:36])([CH3:37])[CH3:38])=[CH:29][CH:28]=3)[C:3]([C:13]3[CH:18]=[CH:17][CH:16]=[CH:15][CH:14]=3)=[CH:4][C:5]=2[NH:10]1 |f:2.3.4,7.8,9.10.11.12.13|. Reported procedure: In a reaction tube was added 6-bromo-7-phenyl-1H-pyrido[2,3-b][1,4]oxazin-2(3H)-one (0.19 g, 0.623 mmol) and tert-butyl 4-(4,4,5,5-tetramethyl-1,3,2-dioxaborolan-2-yl)benzylcarbamate (0.25 g, 0.750 mmol) in 1,4-Dioxane (10 ml), followed by a solution of sodium carbonate (0.198 g, 1.868 mmol) in water (2.5 ml) to give a suspension. This was degassed followed by the addition of PdCl2(dppf)-CH2Cl2 adduct (0.051 g, 0.062 mmol). The resulting mixture was heated at 80° C. for 20 h. The reaction mixtur... The product is CC(C)=CCCC(C)=CC=CC(C)C=O. RXN SMILES: [CH3:1][CH:2]([CH:3]([O:4][CH2:8][CH3:9])[O:5][CH2:6][CH3:7])[CH:10]=[CH:11][CH:12]=[C:13]([CH2:14][CH2:15][CH:16]=[C:17]([CH3:18])[CH3:19])[CH3:20].[CH3:26][c:27]1[cH:28][cH:29][c:30]([S:31]([OH:32])(=[O:33])=[O:34])[cH:35][cH:36]1.[Na+:41].[O-:37][C:38]([OH:39])=[O:40].[O:21]1[CH2:22][CH2:23][CH2:24][CH2:25]1.[OH2:42]>>[CH3:1][CH:2]([CH:3]=[O:4])[CH:10]=[CH:11][CH:12]=[C:13]([CH2:14][CH2:15][CH:16]=[C:17]([CH3:18])[CH3:19])[CH3:20]. The reactants are CCOC(OCC)C(C)C=CC=C(C)CCC=C(C)C, Cc1ccc(S(=O)(=O)O)cc1, [Na+], O=C([O-])O, C1CCOC1, O. Starting materials: C(C)OC(C1=CC(=CS1)C(CC#N)N1N=CC(=C1)C=1C2=C(N=CN1)N(C=C2)COCC[Si](C)(C)C)OCC (3-[5-(diethoxymethyl)-3-thienyl]-3-[4-(7-[2-(trimethylsilyl)ethoxy]methyl-7H-pyrrolo[2,3-d]pyrimidin-4-yl)-1H-pyrazol-1-yl]propanenitrile), C1CCOC1 (THF), Cl (HCl). Solvent: O (water), O (Water). The product is C(=O)C1=CC(=CS1)C(CC#N)N1N=CC(=C1)C=1C2=C(N=CN1)N(C=C2)COCC[Si](C)(C)C (3-(5-formyl-3-thienyl)-3-[4-(7-[2-(trimethylsilyl)ethoxy]methyl-7H-pyrrolo[2,3-d]pyrimidin-4-yl)-1H-pyrazol-1-yl]propanenitrile), residue. Isolated yield 98.0%. RXN SMILES: C([O:3][CH:4](OCC)[C:5]1[S:9][CH:8]=[C:7]([CH:10]([N:14]2[CH:18]=[C:17]([C:19]3[C:20]4[CH:27]=[CH:26][N:25]([CH2:28][O:29][CH2:30][CH2:31][Si:32]([CH3:35])([CH3:34])[CH3:33])[C:21]=4[N:22]=[CH:23][N:24]=3)[CH:16]=[N:15]2)[CH2:11][C:12]#[N:13])[CH:6]=1)C.C1COCC1.Cl>O>[CH:4]([C:5]1[S:9][CH:8]=[C:7]([CH:10]([N:14]2[CH:18]=[C:17]([C:19]3[C:20]4[CH:27]=[CH:26][N:25]([CH2:28][O:29][CH2:30][CH2:31][Si:32]([CH3:33])([CH3:35])[CH3:34])[C:21]=4[N:22]=[CH:23][N:24]=3)[CH:16]=[N:15]2)[CH2:11][C:12]#[N:13])[CH:6]=1)=[O:3]. Reported procedure: A solution of 3-[5-(diethoxymethyl)-3-thienyl]-3-[4-(7-[2-(trimethylsilyl)ethoxy]methyl-7H-pyrrolo[2,3-d]pyrimidin-4-yl)-1H-pyrazol-1-yl]propanenitrile (70 mg, 0.0001 mol) in THF (1 mL, 0.01 mol) was treated with 1 M HCl in water (400 μL). The reaction was stirred at room temperature. Water was added and the product was extracted with ethyl acetate. The combined extracts were washed with saturated sodium chloride, dried over magnesium sulfate, filtered and concentrated to give 3-(5-formyl-3-thie... The reactants are Cc1ccc(S(=O)(=O)OCc2noc(C(CCCC3CCCCC3)CC(=O)OC(C)(C)C)n2)cc1, CC(C)CN. The product is CC(C)CNCc1noc(C(CCCC2CCCCC2)CC(=O)OC(C)(C)C)n1. As a reaction SMILES: [C:1]([CH3:2])([CH3:3])([CH3:4])[O:5][C:6]([CH2:7][CH:8]([CH2:9][CH2:10][CH2:11][CH:12]1[CH2:13][CH2:14][CH2:15][CH2:16][CH2:17]1)[c:18]1[n:19][c:20]([CH2:23][O:24][S:25]([c:26]2[cH:27][cH:28][c:29]([CH3:30])[cH:31][cH:32]2)(=[O:33])=[O:34])[n:21][o:22]1)=[O:35].[CH2:36]([CH:37]([CH3:38])[CH3:39])[NH2:40]>>[C:1]([CH3:2])([CH3:3])([CH3:4])[O:5][C:6]([CH2:7][CH:8]([CH2:9][CH2:10][CH2:11][CH:12]1[CH2:13][CH2:14][CH2:15][CH2:16][CH2:17]1)[c:18]1[n:19][c:20]([CH2:23][NH:40][CH2:36][CH:37]([CH3:38])[CH3:39])[n:21][o:22]1)=[O:35]. Starting materials: BrC1=CC=C2C=3C(C4=C(C(C3NC2=C1)(C)C)C=C(C=C4)OC[C@@H]4OC(OC4)(C)C)=O (3-Bromo-8-((S)-2,2-dimethyl-[1,3]dioxolan-4-ylmethoxy)-6,6-dimethyl-5,6-dihydrobenzo[b]carbazol-11-one), C1(=C(C=CC=C1)P(C1=C(C=CC=C1)C)C1=C(C=CC=C1)C)C (tris(o-tolyl)phosphine), C1CCC2=NCCCN2CC1 (DBU), product, TEA, ClC(=O)OCC (ethyl chloroformate), [BH4-].[Na+] (sodium borohydride). Reagents/catalysts: CC#N.CC#N.Cl[Pd]Cl (bis(acetonitrile)dichloropalladium), C(=O)=[Mo](=C=O)(=C=O)(=C=O)(=C=O)=C=O (hexacarbonyl molybdenum). Solvent: C1CCOC1 (THF), C(C)O (ethanol), C1CCOC1 (THF), C(C)O (ethanol). Run at temperature 70 celsius, time 2 hour. Product: O[C@@H](COC=1C=CC2=C(C(C=3NC4=CC(=CC=C4C3C2=O)CO)(C)C)C1)CO (8-((R)-2,3-Dihydroxy-propoxy)-3-hydroxymethyl-6,6-dimethyl-5,6-dihydro-benzo[b]carbazol-11-one). Yield: 8.3%. RXN SMILES: Br[C:2]1[CH:14]=[C:13]2[C:5]([C:6]3[C:7](=[O:30])[C:8]4[CH:20]=[CH:19][C:18]([O:21][CH2:22][C@H:23]5[CH2:27][O:26]C(C)(C)[O:24]5)=[CH:17][C:9]=4[C:10]([CH3:16])([CH3:15])[C:11]=3[NH:12]2)=[CH:4][CH:3]=1.C1(C)C=CC=CC=1P(C1C=CC=CC=1C)C1C=CC=CC=1C.C1CCN2C(=NCCC2)CC1.Cl[C:65](OCC)=[O:66].[BH4-].[Na+]>C1COCC1.C(O)C.CC#N.CC#N.Cl[Pd]Cl.C(=[Mo](=C=O)(=C=O)(=C=O)(=C=O)=C=O)=O>[OH:24][C@H:23]([CH2:27][OH:26])[CH2:22][O:21][C:18]1[CH:19]=[CH:20][C:8]2[C:7](=[O:30])[C:6]3[C:5]4[C:13](=[CH:14][C:2]([CH2:65][OH:66])=[CH:3][CH:4]=4)[NH:12][C:11]=3[C:10]([CH3:15])([CH3:16])[C:9]=2[CH:17]=1 |f:4.5,8.9.10|. Reported procedure: 3-Bromo-8-((S)-2,2-dimethyl-[1,3]dioxolan-4-ylmethoxy)-6,6-dimethyl-5,6-dihydrobenzo[b]carbazol-11-one (200.2 mg, 0.426 mmol), palladium acetate (II) (19 mg, 0.0848 mmol), hexacarbonyl molybdenum (115.5 mg, 0.438 mmol) and tris(o-tolyl)phosphine (52.5 mg, 0.172 mmol) were dissolved in THF (1.3 ml) and ethanol (0.075 ml), added with DBU (0.195 ml), and subjected to microwave irradiation at 160° C. for 15 min under nitrogen atmosphere. The resulting reaction solution was partitioned between aqueou... Yields the product O(C1=CC=CC=C1)CC(=O)NC1[C@@H]2N(C(C(=CS2)COC(C)=O)C(=O)OCC2=CC=C(C=C2)[N+](=O)[O-])C1=O (p-nitrobenzyl 7-phenoxyacetamido-3-acetoxymethyl-2-cephem-4-carboxylate). Solvent: C(C)(=O)OCC (Ethyl acetate). The reactants are C(C)(=O)OC(C)=O (acetic anhydride), O(C1=CC=CC=C1)CC(=O)NC1[C@@H]2N(C(C(CS2=O)=C)C(=O)OCC2=CC=C(C=C2)[N+](=O)[O-])C1=O (p-nitrobenzyl 7-phenoxyacetamido-3-methylenecepham-4-carboxylate-1-oxide). Procedure details: To 5 ml. of fresh acetic anhydride were added 500 mg. (1 millimole) of p-nitrobenzyl 7-phenoxyacetamido-3-methylenecepham-4-carboxylate-1-oxide. To the resulting mixture was added one drop of acetyl chloride. The mixture was refluxed at 130°--140° C. for 2.75 hours and then was cooled. Ethyl acetate was added, and the mixture was washed with aqueous sodium bicarbonate and then with water. The resulting organic layer was separated and evaporated to obtain p-nitrobenzyl 7-phenoxyacetamido-3-acetox... As a reaction SMILES: [C:1]([O:4]C(=O)C)(=[O:3])[CH3:2].[O:8]([CH2:15][C:16]([NH:18][CH:19]1[C:41](=[O:42])[N:21]2[CH:22]([C:28]([O:30][CH2:31][C:32]3[CH:37]=[CH:36][C:35]([N+:38]([O-:40])=[O:39])=[CH:34][CH:33]=3)=[O:29])[C:23](=[CH2:27])[CH2:24][S:25](=O)[C@H:20]12)=[O:17])[C:9]1[CH:14]=[CH:13][CH:12]=[CH:11][CH:10]=1>C(Cl)(=O)C.C(OCC)(=O)C>[O:8]([CH2:15][C:16]([NH:18][CH:19]1[C:41](=[O:42])[N:21]2[CH:22]([C:28]([O:30][CH2:31][C:32]3[CH:37]=[CH:36][C:35]([N+:38]([O-:40])=[O:39])=[CH:34][CH:33]=3)=[O:29])[C:23]([CH2:27][O:4][C:1](=[O:3])[CH3:2])=[CH:24][S:25][C@H:20]12)=[O:17])[C:9]1[CH:14]=[CH:13][CH:12]=[CH:11][CH:10]=1. The reagents and catalysts are C(C)(=O)Cl (acetyl chloride). The reactants are C(C)(C)(C)S(=O)N=CCCCC(=O)OC (methyl 5-((tert-butylsulfinyl)imino)pentanoate), BrC1=C(C=CC2=CC=CC=C12)OC (1-bromo-2-methoxynaphthalene), [Li]CCCC (n-BuLi), hexanes, [NH4+].[Cl-] (NH4Cl). The solvent is C1CCOC1 (THF), C1CCOC1 (THF), O (water), CCOCC (Et2O). Reaction conditions: temperature -78 celsius, time 10 minute. The product is CC(C)(S(=O)NC(CCCC(=O)OC)C1=C(C=CC2=CC=CC=C12)OC)C (methyl 5-(1,1-dimethylethylsulfinamido)-5-(2-methoxynaphthalen-1-yl)pentanoate). Reaction SMILES: Br[C:2]1[C:11]2[C:6](=[CH:7][CH:8]=[CH:9][CH:10]=2)[CH:5]=[CH:4][C:3]=1[O:12][CH3:13].[Li]CCCC.[C:19]([S:23]([N:25]=[CH:26][CH2:27][CH2:28][CH2:29][C:30]([O:32][CH3:33])=[O:31])=[O:24])([CH3:22])([CH3:21])[CH3:20].[NH4+].[Cl-]>C1COCC1.O.CCOCC>[CH3:21][C:19]([CH3:22])([S:23]([NH:25][CH:26]([C:2]1[C:11]2[C:6](=[CH:7][CH:8]=[CH:9][CH:10]=2)[CH:5]=[CH:4][C:3]=1[O:12][CH3:13])[CH2:27][CH2:28][CH2:29][C:30]([O:32][CH3:33])=[O:31])=[O:24])[CH3:20] |f:3.4|. Procedure: A cooled (−78° C.) solution of commercially available 1-bromo-2-methoxynaphthalene (0.839 g; 2.14 mmol) in anh. THF (20 ml), under nitrogen, was treated dropwise with a solution of 1.6 M n-BuLi in hexanes (1.35 ml; 2.16 mmol). The resulting solution was further stirred at −78° C. for 10 min. A solution of methyl 5-((tert-butylsulfinyl)imino)pentanoate (0.500 g; 2.14 mmol) in anh. THF (2 ml) was then added to the cooled reaction mixture, and stirring at −78° C. was continued for 30 min. The resul... Starting materials: C(CCC)[Li] (n-butyllithium), O1CCCC1 (tetrahydrofuran), C(CO)OC1=C(C=O)C=C(C=C1)OC (2-(3-oxapropyloxy)-5-methoxybenzaldehyde), O1CCCC1 (tetrahydrofuran). The reagents and catalysts are [Br-].C[P+](C1=CC=CC=C1)(C1=CC=CC=C1)C1=CC=CC=C1 (methyltriphenylphosphonium bromide). Reaction conditions: time 30 minute. The product is C(=C)C1=C(C=CC(=C1)OC)OCOC (2-ethenyl-4-methoxy-1-O-methoxymethylphenol). Isolated yield 89.0%. Reaction SMILES: [CH2:1]([Li])[CH2:2][CH2:3][CH3:4].[CH2:6]([O:9][C:10]1[CH:17]=[CH:16][C:15]([O:18][CH3:19])=CC=1C=O)CO.[O:20]1CCC[CH2:21]1>[Br-].C[P+](C1C=CC=CC=1)(C1C=CC=CC=1)C1C=CC=CC=1>[CH:3]([C:2]1[CH:1]=[C:15]([O:18][CH3:19])[CH:16]=[CH:17][C:10]=1[O:9][CH2:6][O:20][CH3:21])=[CH2:4] |f:3.4|. Procedure details: To a suspension of 104 g (0.291 moles) of methyltriphenylphosphonium bromide in 100 ml dry tetrahydrofuran at 0° was added 115 ml (0.275 moles) of 2.4M n-butyllithium and the dark red solution was stirred at 0° for 30 minutes. Then a solution of 38.2 g (0.195 moles) of 2-(3-oxapropyloxy)-5-methoxybenzaldehyde in 100 ml of dry tetrahydrofuran was added and the solution was stirred at room temperature for 60 minutes. The solution was concentrated and the residue partitioned between ether and water...